Dataset: the Open Reaction Database (ORD), a public repository of structured organic reaction records. Task: describe an organic reaction: reactants, conditions, products, and yield Reactants: C1(CCCCC1)C=O (cyclohexanecarboxaldehyde), C(#N)CC(=O)OCC (ethyl cyanoacetate), N1CCCCC1 (piperidine), C(C)(=O)O (acetic acid), C(C)(=O)O (acetic acid). Solvent: CCCCC (pentane). Yields the product ethyl ester, C(#N)C(C(=O)O)=CC1CCCCC1 (2-cyano-3-cyclohexyl-2-propenoic acid). Reaction SMILES: [CH:1]1([CH:7]=O)[CH2:6][CH2:5][CH2:4][CH2:3][CH2:2]1.[C:9]([CH2:11][C:12]([O:14]CC)=[O:13])#[N:10].N1CCCCC1.C(O)(=O)C>CCCCC>[C:9]([C:11](=[CH:7][CH:1]1[CH2:2][CH2:3][CH2:4][CH2:5][CH2:6]1)[C:12]([OH:14])=[O:13])#[N:10]. Reported procedure: A mixture of 56 g of cyclohexanecarboxaldehyde, 56.5 g of ethyl cyanoacetate, 1 g of piperidine and 100 ml of acetic acid was heated on a steam bath for 30 minutes. The acetic acid was stripped under reduced pressure. The residue was dissolved in 500 ml of pentane. The solution was extracted, successively, with water, sodium bicarbonate solution, and water. The pentane was evaporated under reduced pressure and the residue was distilled to give the ethyl ester of 2-cyano-3-cyclohexyl-2-propenoic ...